The task is: describe an organic reaction: reactants, conditions, products, and yield. This data is from the Open Reaction Database (ORD), a public repository of structured organic reaction records. Reported procedure: The reaction procedure of Example 102 was followed except that 1.669 g of 2-chloronicotinoyl chloride, 722 mg of ammonium thiocyanate, 1.55 g of 5-(methylamino)benzo[b]thiophene and 35 ml of acetone were used. The product was then recrystallized from a mixture of ethanol and ethyl acetate to obtain 546 mg of 2-[N-(benzo[b]thiophen-5-yl)-N-methylamino]-4H-pyrido[3,2-e]-1,3-thiazin-4-one. The reactants are ClC1=C(C(=O)Cl)C=CC=N1 (2-chloronicotinoyl chloride), [S-]C#N.[NH4+] (ammonium thiocyanate), CNC1=CC2=C(SC=C2)C=C1 (5-(methylamino)benzo[b]thiophene). The yield is 17.7%. Reaction SMILES: Cl[C:2]1[N:10]=[CH:9][CH:8]=[CH:7][C:3]=1[C:4](Cl)=[O:5].[S-:11][C:12]#[N:13].[NH4+].[CH3:15][NH:16][C:17]1[CH:25]=[CH:24][C:20]2[S:21][CH:22]=[CH:23][C:19]=2[CH:18]=1>CC(C)=O>[S:21]1[CH:22]=[CH:23][C:19]2[CH:18]=[C:17]([N:16]([C:12]3[S:11][C:2]4[N:10]=[CH:9][CH:8]=[CH:7][C:3]=4[C:4](=[O:5])[N:13]=3)[CH3:15])[CH:25]=[CH:24][C:20]1=2 |f:1.2|. The product is S1C2=C(C=C1)C=C(C=C2)N(C)C=2SC1=C(C(N2)=O)C=CC=N1 (2-[N-(benzo[b]thiophen-5-yl)-N-methylamino]-4H-pyrido[3,2-e]-1,3-thiazin-4-one). Run in CC(=O)C (acetone).